This data is from the Open Reaction Database (ORD), a public repository of structured organic reaction records. The task is: describe an organic reaction: reactants, conditions, products, and yield The reactants are C([O-])([O-])=O.[K+].[K+] (potassium carbonate), C(C1=CC=CC=C1)Br (benzyl bromide), ClC1=C(C=C(C=C1)O)[N+](=O)[O-] (4-Chloro-3-nitrophenol). Run in C(C)OCC (diethyl ether), CN(C=O)C (N,N-dimethylformamide). Reaction conditions: time 2 hour. The product is C(C1=CC=CC=C1)OC=1C=C(N)C(=CC1)Cl (3-Benzyloxy-6-chloroaniline). Reaction SMILES: [Cl:1][C:2]1[CH:7]=[CH:6][C:5]([OH:8])=[CH:4][C:3]=1[N+:9]([O-])=O.C(=O)([O-])[O-].[K+].[K+].[CH2:18](Br)[C:19]1[CH:24]=[CH:23][CH:22]=[CH:21][CH:20]=1>CN(C)C=O.C(OCC)C>[CH2:18]([O:8][C:5]1[CH:4]=[C:3]([C:2]([Cl:1])=[CH:7][CH:6]=1)[NH2:9])[C:19]1[CH:24]=[CH:23][CH:22]=[CH:21][CH:20]=1 |f:1.2.3|. Procedure: 4-Chloro-3-nitrophenol (0.13 g) was dissolved in N,N-dimethylformamide (3 mL). To the solution were added potassium carbonate (0.31 g) and benzyl bromide (0.14 mL), and the mixture was stirred at room temperature for 2 hours. The reaction mixture was diluted with diethyl ether, and the resulting mixture was washed with water and brine successively, and dried over anhydrous magnesium sulfate. The solvent was removed under reduced pressure, and the residue was dissolved in tetrahydrofuran (3 mL). ... The reactants are C(CCC)C1=NC2=C(N1CC1=CC=C(C=C1)C=1C(=CC=CC1)C(=O)OC(C)(C)C)C=C(C=C2)N(C(=O)NC)C (tert.butyl 4'-[(2-n-butyl-6-(N-methylaminocarbonyl-methylamino)-benzimidazol-1-yl)-methyl]biphenyl-2-carboxylate), FC(C(=O)O)(F)F (trifluoroacetic acid), C29H30N4O3. The product is C(CCC)C1=NC2=C(N1CC1=CC=C(C=C1)C=1C(=CC=CC1)C(=O)O)C=C(C=C2)N(C(=O)NC)C (4'-[(2-n-Butyl-6-(N-methylaminocarbonyl-methylamino)-benzimidazol-1-yl)-methyl]biphenyl-2-carboxylic acid). The yield is 85.7%. As a reaction SMILES: [CH2:1]([C:5]1[N:9]([CH2:10][C:11]2[CH:16]=[CH:15][C:14]([C:17]3[C:18]([C:23]([O:25]C(C)(C)C)=[O:24])=[CH:19][CH:20]=[CH:21][CH:22]=3)=[CH:13][CH:12]=2)[C:8]2[CH:30]=[C:31]([N:34]([CH3:39])[C:35]([NH:37][CH3:38])=[O:36])[CH:32]=[CH:33][C:7]=2[N:6]=1)[CH2:2][CH2:3][CH3:4].FC(F)(F)C(O)=O>>[CH2:1]([C:5]1[N:9]([CH2:10][C:11]2[CH:12]=[CH:13][C:14]([C:17]3[C:18]([C:23]([OH:25])=[O:24])=[CH:19][CH:20]=[CH:21][CH:22]=3)=[CH:15][CH:16]=2)[C:8]2[CH:30]=[C:31]([N:34]([CH3:39])[C:35]([NH:37][CH3:38])=[O:36])[CH:32]=[CH:33][C:7]=2[N:6]=1)[CH2:2][CH2:3][CH3:4]. Reported procedure: Prepared in analogous manner to Example 9 from tert.butyl 4'-[(2-n-butyl-6-(N-methylaminocarbonyl-methylamino)-benzimidazol-1-yl)-methyl]biphenyl-2-carboxylate and trifluoroacetic acid. Yield: 85.7% of theoretical, Melting point: 163°-165° C. C29H30N4O3 (470.58) Calculated: C 71.46, H 6.42, N 11.91 Found: 71.33, 6.64, 11.74